This data is from the Open Reaction Database (ORD), a public repository of structured organic reaction records. The task is: describe an organic reaction: reactants, conditions, products, and yield Starting materials: CS(=O)(=O)c1ccc(Oc2ncnc3c2cnn3C2CCNCC2)cc1, CC(C)(OC(=O)Cl)C(Cl)(Cl)Cl, O=C(O)C(F)(F)F, O. Yields the product CC(C)(OC(=O)N1CCC(n2ncc3c(Oc4ccc(S(C)(=O)=O)cc4)ncnc32)CC1)C(Cl)(Cl)Cl. Reaction SMILES: [CH3:8][S:9](=[O:10])(=[O:11])[c:12]1[cH:13][cH:14][c:15]([O:16][c:17]2[c:18]3[c:19]([n:20][cH:21][n:22]2)[n:23]([CH:26]2[CH2:27][CH2:28][NH:29][CH2:30][CH2:31]2)[n:24][cH:25]3)[cH:32][cH:33]1.[Cl:34][C:35](=[O:36])[O:37][C:38]([C:39]([Cl:40])([Cl:41])[Cl:42])([CH3:43])[CH3:44].[F:1][C:2]([F:3])([F:4])[C:5]([OH:6])=[O:7].[OH2:45]>>[CH3:8][S:9](=[O:10])(=[O:11])[c:12]1[cH:13][cH:14][c:15]([O:16][c:17]2[c:18]3[c:19]([n:20][cH:21][n:22]2)[n:23]([CH:26]2[CH2:27][CH2:28][N:29]([C:35](=[O:36])[O:37][C:38]([C:39]([Cl:40])([Cl:41])[Cl:42])([CH3:43])[CH3:44])[CH2:30][CH2:31]2)[n:24][cH:25]3)[cH:32][cH:33]1. Starting materials: COC(\C=C/[C@@H]([C@@H]([C@H](CN(C)C([C@@H]([C@H]([C@@H]([C@H]([C@H](\C=C/C=C)C)O)C)O[Si](C)(C)C(C)(C)C)C)=O)C)O[Si](C)(C)C(C)(C)C)C)=O ((2Z,4S,5S,6S)-5-[[(1,1-dimethylethyl)dimethylsilyl]oxy]-7-[[(2R,3S,4R,5S,6S,7Z)-3-[[(1, 1-dimethylethyl)dimethylsilyl]oxy]-5-hydroxy-2,4,6-trimethyl-1-oxo-7,9-decadienyl]methylamino]-4,6-dimethyl-2-heptenoic acid methyl ester), ClC(C(=O)N=C=O)(Cl)Cl (trichloroacetyl isocyanate). The solvent is C(Cl)Cl (CH2Cl2). Reaction conditions: time 1 hour. Product: COC(\C=C/[C@@H]([C@@H]([C@H](CN(C)C([C@@H]([C@H]([C@@H]([C@H]([C@H](\C=C/C=C)C)OC(=O)N)C)O[Si](C)(C)C(C)(C)C)C)=O)C)O[Si](C)(C)C(C)(C)C)C)=O ((2Z,4S,5S,6S)-7-[[(2R,3S,4R,5S,6S,7Z)-5-[(aminocarbonyl)oxy]-3-[[(1,1-dimethylethyl)dimethylsilyl]oxy]-2,4,6-trimethyl-1-oxo-7,9-decadienyl]methylamino]-5-[[(1,1-dimethylethyl)dimethylsilyl]oxy]-4,6-dimethyl-2-heptenoic acid methyl ester). Yield: 92.2%. RXN SMILES: [CH3:1][O:2][C:3](=[O:45])/[CH:4]=[CH:5]\[C@H:6]([CH3:44])[C@H:7]([O:36][Si:37]([C:40]([CH3:43])([CH3:42])[CH3:41])([CH3:39])[CH3:38])[C@@H:8]([CH3:35])[CH2:9][N:10]([C:12](=[O:34])[C@H:13]([CH3:33])[C@@H:14]([O:25][Si:26]([C:29]([CH3:32])([CH3:31])[CH3:30])([CH3:28])[CH3:27])[C@H:15]([CH3:24])[C@@H:16]([OH:23])[C@@H:17]([CH3:22])/[CH:18]=[CH:19]\[CH:20]=[CH2:21])[CH3:11].ClC(Cl)(Cl)[C:48]([N:50]=C=O)=[O:49]>C(Cl)Cl>[CH3:1][O:2][C:3](=[O:45])/[CH:4]=[CH:5]\[C@H:6]([CH3:44])[C@H:7]([O:36][Si:37]([C:40]([CH3:43])([CH3:41])[CH3:42])([CH3:38])[CH3:39])[C@@H:8]([CH3:35])[CH2:9][N:10]([C:12](=[O:34])[C@H:13]([CH3:33])[C@@H:14]([O:25][Si:26]([C:29]([CH3:30])([CH3:31])[CH3:32])([CH3:27])[CH3:28])[C@H:15]([CH3:24])[C@@H:16]([O:23][C:48]([NH2:50])=[O:49])[C@@H:17]([CH3:22])/[CH:18]=[CH:19]\[CH:20]=[CH2:21])[CH3:11]. Procedure details: To a solution of (2Z,4S,5S,6S)-5-[[(1,1-dimethylethyl)dimethylsilyl]oxy]-7-[[(2R,3S,4R,5S,6S,7Z)-3-[[(1, 1-dimethylethyl)dimethylsilyl]oxy]-5-hydroxy-2,4,6-trimethyl-1-oxo-7,9-decadienyl]methylamino]-4,6-dimethyl-2-heptenoic acid methyl ester (1.8 g, 2.7 mmol) in CH2Cl2 (10 mL) at room temperature, is added trichloroacetyl isocyanate (763 mg, 4.05 mmol) in one portion. The mixture is stirred at room temperature for 1 h, and concentrated in vacuo. The residue is dissolved in MeOH (10 mL), and the... The reactants are C(C1=CC=CC=C1)OC(=O)N1CC=CCC1 (1-benzyloxycarbonyl-1,2,5,6-tetrahydropyridine), [N+](=[N-])=CC(=O)OCC (ethyl diazoacetate). Yields the product C(C)OC(=O)C1C2CCN(CC12)C(=O)OCC1=CC=CC=C1 (ethyl-3-benzyloxycarbonyl-3-azabicyclo[4.1.0]heptane-7-carboxylate). Reaction SMILES: [CH2:1]([O:8][C:9]([N:11]1[CH2:16][CH2:15][CH:14]=[CH:13][CH2:12]1)=[O:10])[C:2]1[CH:7]=[CH:6][CH:5]=[CH:4][CH:3]=1.[N+](=[CH:19][C:20]([O:22][CH2:23][CH3:24])=[O:21])=[N-]>>[CH2:23]([O:22][C:20]([CH:19]1[CH:15]2[CH:14]1[CH2:13][CH2:12][N:11]([C:9]([O:8][CH2:1][C:2]1[CH:3]=[CH:4][CH:5]=[CH:6][CH:7]=1)=[O:10])[CH2:16]2)=[O:21])[CH3:24]. Procedure: Alternatively, 1-benzyloxycarbonyl-1,2,5,6-tetrahydropyridine can be subjected to reaction with ethyl diazoacetate under rhodium acetate catalysis, to provide ethyl-3-benzyloxycarbonyl-3-azabicyclo[4.1.0]heptane-7-carboxylate. Ester hydrolysis with sodium hydroxide then provides the corresponding carboxylic acid, which can be converted as described in Section VIII to give amino or substituted amino derivatives. Procedure details: 0.1 g(0.000169 mole) of the aldehyde compound obtained in step 11 of Example 1 and 0.024 g(0.00025 mole) of 1,2-ethanedithiol were dissolved in 5 ml of benzene and to the resulting solution was added 0.01 mg of p-toluenesulfonic acid. The resultant was refluxed for 6 hours, neutralized with aqueous NaHCO3 solution and extracted with ethyl acetate(5 ml×3). The organic layer was dried over Na2SO4, concentrated under reduced pressure and evaporated under reduced pressure (1 mmHg, 80° C.) for 5 hour... Reactants: C(CCC)C1=NC=2C(=NC(=C(C2)C2=CC=CC=C2)C=O)N1CC1=CC=C(C=C1)C1=C(C=CC=C1)C1=NN=NN1C(C)OCC (2-butyl-3-{2'-[l-(1-ethoxyethyl)-1H-tetrazol-5-yl]-biphenyl-4-ylmethyl}-5-formyl-6-phenyl-3H-imidazo[4,5-b]pyridine), C(CS)S (1,2-ethanedithiol), C(=O)(O)[O-].[Na+] (NaHCO3). The reagents and catalysts are C1(=CC=C(C=C1)S(=O)(=O)O)C (p-toluenesulfonic acid). The solvent is C1=CC=CC=C1 (benzene). The yield is 80.3%. RXN SMILES: [CH2:1]([C:5]1[N:21]([CH2:22][C:23]2[CH:28]=[CH:27][C:26]([C:29]3[CH:34]=[CH:33][CH:32]=[CH:31][C:30]=3[C:35]3[N:39](C(OCC)C)[N:38]=[N:37][N:36]=3)=[CH:25][CH:24]=2)[C:8]2=[N:9][C:10]([CH:19]=O)=[C:11]([C:13]3[CH:18]=[CH:17][CH:16]=[CH:15][CH:14]=3)[CH:12]=[C:7]2[N:6]=1)[CH2:2][CH2:3][CH3:4].[CH2:45]([SH:48])[CH2:46][SH:47].C([O-])(O)=O.[Na+]>C1C=CC=CC=1.C1(C)C=CC(S(O)(=O)=O)=CC=1>[CH2:1]([C:5]1[N:21]([CH2:22][C:23]2[CH:28]=[CH:27][C:26]([C:29]3[CH:34]=[CH:33][CH:32]=[CH:31][C:30]=3[C:35]3[NH:36][N:37]=[N:38][N:39]=3)=[CH:25][CH:24]=2)[C:8]2=[N:9][C:10]([CH:19]3[S:48][CH2:45][CH2:46][S:47]3)=[C:11]([C:13]3[CH:14]=[CH:15][CH:16]=[CH:17][CH:18]=3)[CH:12]=[C:7]2[N:6]=1)[CH2:2][CH2:3][CH3:4] |f:2.3|. Product: C(CCC)C1=NC=2C(=NC(=C(C2)C2=CC=CC=C2)C2SCCS2)N1CC1=CC=C(C=C1)C1=C(C=CC=C1)C1=NN=NN1 (2-butyl-5-(1,3-dithiolan-2-yl)-6-phenyl-3-[2'-(1H-tetrazol-5-yl)-biphenyl-4-ylmethyl]-3H-imidazo[4,5-b]pyridine). Reactants: FC1=CC=C(C=C1)C=1C(=NC=NC1N1CCC(CC1)C=1N(C=C(N1)C1=CC(=C(C=C1)F)C(F)(F)F)C)N (5-(4-Fluoro-phenyl)-6-{4-[4-(4-fluoro-3-trifluoromethyl-phenyl)-1-methyl-1H-imidazol-2-yl]-piperidin-1-yl}-pyrimidin-4-ylamine), N1=CC=C(C=C1)B1OC(C)(C)C(C)(C)O1 (4-pyridylboronic acid pinacol ester). Product: FC1=C(C=C(C=C1)C=1N=C(N(C1)C)C1CCN(CC1)C1=C(C(=NC=N1)N)C1=CC=NC=C1)C(F)(F)F (6-{4-[4-(4-Fluoro-3-trifluoromethyl-phenyl)-1-methyl-1H-imidazol-2-yl]-piperidin-1-yl}-5-pyridin-4-yl-pyrimidin-4-ylamine). As a reaction SMILES: FC1[CH:7]=[CH:6][C:5]([C:8]2[C:9]([NH2:37])=[N:10][CH:11]=[N:12][C:13]=2[N:14]2[CH2:19][CH2:18][CH:17]([C:20]3[N:21]([CH3:36])[CH:22]=[C:23]([C:25]4[CH:30]=[CH:29][C:28]([F:31])=[C:27]([C:32]([F:35])([F:34])[F:33])[CH:26]=4)[N:24]=3)[CH2:16][CH2:15]2)=[CH:4][CH:3]=1.[N:38]1C=CC(B2OC(C)(C)C(C)(C)O2)=CC=1>>[F:31][C:28]1[CH:29]=[CH:30][C:25]([C:23]2[N:24]=[C:20]([CH:17]3[CH2:16][CH2:15][N:14]([C:13]4[N:12]=[CH:11][N:10]=[C:9]([NH2:37])[C:8]=4[C:5]4[CH:4]=[CH:3][N:38]=[CH:7][CH:6]=4)[CH2:19][CH2:18]3)[N:21]([CH3:36])[CH:22]=2)=[CH:26][C:27]=1[C:32]([F:35])([F:33])[F:34]. Reported procedure: The title compound was prepared in an analogous manner as 5-(4-Fluoro-phenyl)-6-{4-[4-(4-fluoro-3-trifluoromethyl-phenyl)-1-methyl-1H-imidazol-2-yl]-piperidin-1-yl}-pyrimidin-4-ylamine using 4-pyridylboronic acid pinacol ester instead of 4-fluorophenylboronic acid. LC-MS: (M+1=498, obsd.=498).